From a dataset of the Open Reaction Database (ORD), a public repository of structured organic reaction records. describe an organic reaction: reactants, conditions, products, and yield The reactants are CNC(OC1=CC=CC=2CC(OC21)(C)C)=O (2,3-dihydro-2,2-dimethylbenzofuran-7-yl N-methyl-carbamate), C(C)OC(=O)N(SCl)CC(=O)OCC (N-ethoxycarbonyl-N-ethoxycarbonylmethylaminosulfenyl chloride), N1=CC=CC=C1 (pyridine). The solvent is C(Cl)(Cl)Cl (chloroform). Conditions: time 24 hour. The product is C(C)OC(=O)N(SN(C(OC1=CC=CC=2CC(OC21)(C)C)=O)C)CC(=O)OCC (2,3-Dihydro-2,2-dimethylbenzofuran-7-yl N-(N-Ethoxycarbonyl-N-ethoxycarbonylmethylaminosulfenyl)-N-methyl-carbamat). RXN SMILES: [CH3:1][NH:2][C:3](=[O:16])[O:4][C:5]1[C:13]2[O:12][C:11]([CH3:15])([CH3:14])[CH2:10][C:9]=2[CH:8]=[CH:7][CH:6]=1.[CH2:17]([O:19][C:20]([N:22]([CH2:25][C:26]([O:28][CH2:29][CH3:30])=[O:27])[S:23]Cl)=[O:21])[CH3:18].N1C=CC=CC=1>C(Cl)(Cl)Cl>[CH2:17]([O:19][C:20]([N:22]([CH2:25][C:26]([O:28][CH2:29][CH3:30])=[O:27])[S:23][N:2]([CH3:1])[C:3](=[O:16])[O:4][C:5]1[C:13]2[O:12][C:11]([CH3:14])([CH3:15])[CH2:10][C:9]=2[CH:8]=[CH:7][CH:6]=1)=[O:21])[CH3:18]. Procedure: 2.2 g (0.01 mole) of 2,3-dihydro-2,2-dimethylbenzofuran-7-yl N-methyl-carbamate, 2.4 g (0.01 mole) of N-ethoxycarbonyl-N-ethoxycarbonylmethylaminosulfenyl chloride obtained in Example 17, and 3.2 g (0.04 mole) of pyridine were dissolved in 30 ml of chloroform, and the resulting solution was stirred for 24 hours at 20° to 30° C. After completion of the reaction, the reaction solution was washed successively with water, diluted hydrochloric acid and water. The chloroform layer was dried and concen... Reactants: CCOC(C)=O, COC(=O)C1(C)CCCN1C(=O)OC(C)(C)C, O. Yields the product COC(=O)C1(C)CCC(=O)N1C(=O)OC(C)(C)C. Reaction SMILES: [CH3:18][CH2:19][O:20][C:21](=[O:22])[CH3:23].[CH3:1][C:2]1([C:14](=[O:15])[O:16][CH3:17])[N:3]([C:7](=[O:8])[O:9][C:10]([CH3:11])([CH3:12])[CH3:13])[CH2:4][CH2:5][CH2:6]1.[OH2:24]>>[CH3:1][C:2]1([C:14](=[O:15])[O:16][CH3:17])[N:3]([C:7](=[O:8])[O:9][C:10]([CH3:11])([CH3:12])[CH3:13])[C:4](=[O:20])[CH2:5][CH2:6]1.